Task: describe an organic reaction: reactants, conditions, products, and yield. Dataset: the Open Reaction Database (ORD), a public repository of structured organic reaction records Reactants: COC1=CC(=C(NS(=O)(=O)C2=CC=C(C=C2)C)C=C1)[N+](=O)[O-] (4′-Methoxy-2′-nitro-p-toluenesulfonanilide), C1(=CC=C(C=C1)S(=O)(=O)Cl)C (p-toluenesulfonyl chloride), O (water). Run in N1=CC=CC=C1 (pyridine). The product is C1(=CC=C(C=C1)S(=O)(=O)N(C1=C(C=C(C=C1)OC)[N+](=O)[O-])S(=O)(=O)C1=CC=C(C=C1)C)C (N,N-bis(p-Toluenesulfonyl)-4-methoxy-2-nitroaniline). Yield: 71.4%. Reaction SMILES: [CH3:1][O:2][C:3]1[CH:19]=[CH:18][C:6]([NH:7][S:8]([C:11]2[CH:16]=[CH:15][C:14]([CH3:17])=[CH:13][CH:12]=2)(=[O:10])=[O:9])=[C:5]([N+:20]([O-:22])=[O:21])[CH:4]=1.[C:23]1([CH3:33])[CH:28]=[CH:27][C:26]([S:29](Cl)(=[O:31])=[O:30])=[CH:25][CH:24]=1.O>N1C=CC=CC=1>[C:14]1([CH3:17])[CH:13]=[CH:12][C:11]([S:8]([N:7]([S:29]([C:26]2[CH:27]=[CH:28][C:23]([CH3:33])=[CH:24][CH:25]=2)(=[O:31])=[O:30])[C:6]2[CH:18]=[CH:19][C:3]([O:2][CH3:1])=[CH:4][C:5]=2[N+:20]([O-:22])=[O:21])(=[O:10])=[O:9])=[CH:16][CH:15]=1. Procedure: To a solution of 4′-Methoxy-2′-nitro-p-toluenesulfonanilide (0.32 g (1.00 mmol)) in pyridine (1,0 ml), p-toluenesulfonyl chloride (0.20 g (1.05 mmol)) was added with stirring at room temperature. After 15 hours' stirring at room temperature, the reaction mixture was poured into water and crystals separated was filtered and washed to give 0.34 g (83%) of the title compound as pale yellow crystals.